This data is from the Open Reaction Database (ORD), a public repository of structured organic reaction records. The task is: describe an organic reaction: reactants, conditions, products, and yield Starting materials: ClC1=CC(=C(C(=O)OC)C=C1)C=CC(=O)OC (methyl 4-chloro-2-(3-methoxy-3-oxo-1-propenyl)-benzoate), [H][H] (hydrogen), [H][H] (hydrogen). The reagents and catalysts are [Pd] (palladium). Solvent: CO (methanol). Product: ClC1=CC(=C(C(=O)OC)C=C1)CCC(=O)OC (methyl 4-chloro-2-(3-methoxy-3-oxo-1-propanyl)-benzoate). Isolated yield 79.8%. RXN SMILES: [Cl:1][C:2]1[CH:11]=[CH:10][C:5]([C:6]([O:8][CH3:9])=[O:7])=[C:4]([CH:12]=[CH:13][C:14]([O:16][CH3:17])=[O:15])[CH:3]=1.[H][H]>CO.[Pd]>[Cl:1][C:2]1[CH:11]=[CH:10][C:5]([C:6]([O:8][CH3:9])=[O:7])=[C:4]([CH2:12][CH2:13][C:14]([O:16][CH3:17])=[O:15])[CH:3]=1. Reported procedure: 26.1 g of the methyl 4-chloro-2-(3-methoxy-3-oxo-1-propenyl)-benzoate prepared according to Example 1 are taken up in 300 ml of methanol and transferred into an autoclave and then hydrogenated at 30° C. and a hydrogen pressure of 30 bar for 5 h, until the theoretical amount of hydrogen has been taken up. The substance contains the palladium catalyst required for the Heck coupling, so that separate addition of a hydrogenation catalyst can be dispensed with. The pressure is reduced to 1 bar, and i... Starting materials: CS(=O)(=O)c1ccc(-c2ccnc3ccc(-c4cn(C(c5ccccc5)(c5ccccc5)c5ccccc5)nc4C(F)(F)F)cc23)s1, CCOC(C)=O, ClCCl, [Na+], [OH-], O, O=C(O)C(F)(F)F. Product: CS(=O)(=O)c1ccc(-c2ccnc3ccc(-c4c[nH]nc4C(F)(F)F)cc23)s1. RXN SMILES: [CH3:1][S:2](=[O:3])(=[O:4])[c:5]1[cH:6][cH:7][c:8](-[c:10]2[cH:11][cH:12][n:13][c:14]3[cH:15][cH:16][c:17](-[c:20]4[c:21]([C:44]([F:45])([F:46])[F:47])[n:22][n:23]([C:25]([c:26]5[cH:27][cH:28][cH:29][cH:30][cH:31]5)([c:32]5[cH:33][cH:34][cH:35][cH:36][cH:37]5)[c:38]5[cH:39][cH:40][cH:41][cH:42][cH:43]5)[cH:24]4)[cH:18][c:19]23)[s:9]1.[CH3:61][CH2:62][O:63][C:64](=[O:65])[CH3:66].[Cl:55][CH2:56][Cl:57].[Na+:59].[OH-:58].[OH2:60].[OH:48][C:49]([C:50]([F:51])([F:52])[F:53])=[O:54]>>[CH3:1][S:2](=[O:3])(=[O:4])[c:5]1[cH:6][cH:7][c:8](-[c:10]2[cH:11][cH:12][n:13][c:14]3[cH:15][cH:16][c:17](-[c:20]4[c:21]([C:44]([F:45])([F:46])[F:47])[n:22][nH:23][cH:24]4)[cH:18][c:19]23)[s:9]1. Reactants: O=C([O-])[O-], CC#N, ClCc1ccccc1, [K+], [K+], Cc1cc(C=O)cc(C)c1O. The product is Cc1cc(C=O)cc(C)c1OCc1ccccc1. RXN SMILES: [C:20](=[O:21])([O-:22])[O-:23].[CH3:26][C:27]#[N:28].[Cl:12][CH2:13][c:14]1[cH:15][cH:16][cH:17][cH:18][cH:19]1.[K+:24].[K+:25].[OH:1][c:2]1[c:3]([CH3:11])[cH:4][c:5]([CH:6]=[O:7])[cH:8][c:9]1[CH3:10]>>[O:1]([c:2]1[c:3]([CH3:11])[cH:4][c:5]([CH:6]=[O:7])[cH:8][c:9]1[CH3:10])[CH2:13][c:14]1[cH:15][cH:16][cH:17][cH:18][cH:19]1.